Dataset: the Open Reaction Database (ORD), a public repository of structured organic reaction records. Task: describe an organic reaction: reactants, conditions, products, and yield Reactants: CCOCC, CN(C)C=O, O=S(=O)(O)c1ccc(Oc2ccccc2)cc1, O=S(Cl)Cl. Product: O=S(=O)(Cl)c1ccc(Oc2ccccc2)cc1. As a reaction SMILES: [CH3:23][CH2:24][O:25][CH2:26][CH3:27].[O:18]=[CH:19][N:20]([CH3:21])[CH3:22].[O:1]([c:2]1[cH:3][cH:4][cH:5][cH:6][cH:7]1)[c:8]1[cH:9][cH:10][c:11]([S:14](=[O:15])(=[O:16])[OH:17])[cH:12][cH:13]1.[S:28]([Cl:29])([Cl:30])=[O:31]>>[O:1]([c:2]1[cH:3][cH:4][cH:5][cH:6][cH:7]1)[c:8]1[cH:9][cH:10][c:11]([S:14](=[O:15])(=[O:17])[Cl:30])[cH:12][cH:13]1. The reactants are C(C)(C)(C)OC(=O)N1CCC(CC1)(F)C#C (1-tert-butoxycarbonyl-4-ethynyl-4-fluoropiperidine), FC1=CC=C(C=C1)I (4-fluoroiodobenzene), C(C)NCC (N,N-diethylamine), palladium bis(tiphenylphosphine)chloride. Reagents/catalysts: [Cu]I (copper (I) iodide). Run at time 2 hour. Yields the product C(C)(C)(C)OC(=O)N1C(CC(CC1)F)C#CC1=CC=C(C=C1)F (1-tert-Butoxycarbonyl-4-fluoro-[2-(4-fluorophenyl)ethynyl]piperidine). Yield: 80.0%. RXN SMILES: [C:1]([O:5][C:6]([N:8]1[CH2:13][CH2:12][C:11](C#C)([F:14])[CH2:10][CH2:9]1)=[O:7])([CH3:4])([CH3:3])[CH3:2].[F:17][C:18]1[CH:23]=[CH:22][C:21](I)=[CH:20][CH:19]=1.[CH2:25](NCC)[CH3:26]>[Cu]I>[C:1]([O:5][C:6]([N:8]1[CH2:9][CH2:10][CH:11]([F:14])[CH2:12][CH:13]1[C:25]#[C:26][C:21]1[CH:22]=[CH:23][C:18]([F:17])=[CH:19][CH:20]=1)=[O:7])([CH3:2])([CH3:3])[CH3:4]. Reported procedure: A mixture of 1-tert-butoxycarbonyl-4-ethynyl-4-fluoropiperidine (1 g, 4.4 mmol) and 4-fluoroiodobenzene (610 μl, 5.3 mmol) in N,N-diethylamine (20 ml) was flushed with nitrogen for 15 mins, then palladium bis(tiphenylphosphine)chloride (150 mg, 0.2 mmol) and copper (I) iodide (42 mg, 0.2 mmol) added. The mixture was stirred at room temperature under an atmosphere of nitrogen for 2 hours, then evaporated. The residue was treated with water (50 ml) and extracted with diethyl ether (3×25 ml). The c... The reactants are CCN, ClCCl, C=CCC(C(=O)Cl)c1ccc(F)cc1. Reaction SMILES: [CH3:1][CH2:2][NH2:3].[Cl:18][CH2:19][Cl:20].[F:4][c:5]1[cH:6][cH:7][c:8]([CH:11]([C:12](=[O:13])[Cl:14])[CH2:15][CH:16]=[CH2:17])[cH:9][cH:10]1>>[CH3:1][CH2:2][NH:3][C:12]([CH:11]([c:8]1[cH:7][cH:6][c:5]([F:4])[cH:10][cH:9]1)[CH2:15][CH:16]=[CH2:17])=[O:13]. Yields the product C=CCC(C(=O)NCC)c1ccc(F)cc1. The reactants are CS(=O)(=O)OC12CC3(CC(CC(C1)C3)C2)NC(=O)OC(C)(C)C (3-[(tert-butoxycarbonyl)amino]-1-adamantyl methanesulphonate), NC1=NC=CC=N1 (2-aminopyrimidine). Reaction conditions: time 15 minute. The product is C(C)(C)(C)OC(NC12CC3(CC(CC(C1)C3)C2)NC2=NC=CC=N2)=O (tert-Butyl[3-(pyrimidin-2-ylamino)-1-adamantyl]carbamate). As a reaction SMILES: CS(O[C:6]12[CH2:15][CH:10]3[CH2:11][CH:12]([CH2:14][C:8]([NH:16][C:17]([O:19][C:20]([CH3:23])([CH3:22])[CH3:21])=[O:18])([CH2:9]3)[CH2:7]1)[CH2:13]2)(=O)=O.[NH2:24][C:25]1[N:30]=[CH:29][CH:28]=[CH:27][N:26]=1>>[C:20]([O:19][C:17](=[O:18])[NH:16][C:8]12[CH2:14][CH:12]3[CH2:11][CH:10]([CH2:15][C:6]([NH:24][C:25]4[N:30]=[CH:29][CH:28]=[CH:27][N:26]=4)([CH2:13]3)[CH2:7]1)[CH2:9]2)([CH3:23])([CH3:22])[CH3:21]. Reported procedure: The mixture of 1.04 g (3 mmole) of 3-[(tert-butoxycarbonyl)amino]-1-adamantyl methanesulphonate and 1.0 g (10.5 mmole) 2-aminopyrimidine are melted at 140° C. After 15 minutes of stirring the melt is cooled down and purified by column chromatography (n-hexane—ethyl acetate—chloroform 2:1: 1). The product is white crystalline material, 0.7 g (68%). Mp.: 163-165° C. 1H-NMR (DMSO-d6): 1.36 (s, 9H), 1.52 (s, 2H), 1.71 (d, 2H), 1.86 (d, 4H), 2.07 (m, 4H), 2.25 (m, 2H), 6.38 (s, 1H), 6.49 (t, 3H), 6.5... The reactants are CO (methanol), CC1=NN(C2=CC(=CC=C12)N)S(=O)(=O)C1=CC=C(C=C1)C (3-Methyl-1-(toluene-4-sulfonyl)-1H-indazol-6-ylamine), [Br-].[Br-].[Br-].C(CCC)[N+](CCCC)(CCCC)CCCC.C(CCC)[N+](CCCC)(CCCC)CCCC.C(CCC)[N+](CCCC)(CCCC)CCCC (tetrabutylammonium tribromide). Run in ClCCCl (1,2-dichloroethane). Reaction conditions: temperature 80 celsius, time 10 minute. The product is BrC=1C=C2C(=NN(C2=CC1N)S(=O)(=O)C1=CC=C(C=C1)C)C (5-bromo-3-methyl-1-(toluene-4-sulfonyl)-1H-indazol-6-ylamine). The yield is 147.7%. Reaction SMILES: [CH3:1][C:2]1[C:10]2[C:5](=[CH:6][C:7]([NH2:11])=[CH:8][CH:9]=2)[N:4]([S:12]([C:15]2[CH:20]=[CH:19][C:18]([CH3:21])=[CH:17][CH:16]=2)(=[O:14])=[O:13])[N:3]=1.CO.[Br-:24].[Br-].[Br-].C([N+](CCCC)(CCCC)CCCC)CCC.C([N+](CCCC)(CCCC)CCCC)CCC.C([N+](CCCC)(CCCC)CCCC)CCC>ClCCCl>[Br:24][C:8]1[CH:9]=[C:10]2[C:5](=[CH:6][C:7]=1[NH2:11])[N:4]([S:12]([C:15]1[CH:20]=[CH:19][C:18]([CH3:21])=[CH:17][CH:16]=1)(=[O:14])=[O:13])[N:3]=[C:2]2[CH3:1] |f:2.3.4.5.6.7|. Procedure details: 3-Methyl-1-(toluene-4-sulfonyl)-1H-indazol-6-ylamine (301 mg, 1.0 mmol) was dissolved in 1,2-dichloroethane (80 ml) and methanol (40 ml) at room temperature. The mixture was heated to 80° C. and then the tetrabutylammonium tribromide (1.0 eq, 482 mg) was added. Stirring was continued for 10 minutes, and then the mixture was partitioned between diethyl ether and saturated aqueous sodium sulfite solution. The organic layer was separated, washed with water, dried over anhydrous sodium sulfate, filt...